This data is from the Open Reaction Database (ORD), a public repository of structured organic reaction records. The task is: describe an organic reaction: reactants, conditions, products, and yield The reactants are [S-]C#N.[NH4+] (ammonium thiocyanate), N12CCCCCC2=NCCC1 (1,8-diazabicyclo[5.4.0]undec-7-ene). Yields the product [S-]C#N.[NH+]12CCCCCC2=NCCC1 (1,8-Diazabicyclo[5.4.0]undec-7-enium thiocyanate). As a reaction SMILES: [S-:1][C:2]#[N:3].[NH4+].[N:5]12[CH2:15][CH2:14][CH2:13][N:12]=[C:11]1[CH2:10][CH2:9][CH2:8][CH2:7][CH2:6]2>>[S-:1][C:2]#[N:3].[NH+:5]12[CH2:15][CH2:14][CH2:13][N:12]=[C:11]1[CH2:10][CH2:9][CH2:8][CH2:7][CH2:6]2 |f:0.1,3.4|. Reported procedure: 38.1 g (0.5 mol) of ammonium thiocyanate were introduced into a 500 ml stirred reactor fitted with nitrogen inlet and separate feed device and suspended in 200 ml of methanol. Over the course of 30 minutes 76.1 g (0.5 mol) of 1,8-diazabicyclo[5.4.0]undec-7-ene (DBU) were added, where upon the reaction mixture was solubilized. The mixture was stirred for a further three hours and then the solvent was evaporated and the remaining solid dried in vacuo. Reactants: C1(CC1)N(C=1C(NC2=CC=C(C=C2N1)C(=O)OC)=O)C (methyl 3-(cyclopropyl(methyl)amino)-2-oxo-1,2-dihydroquinoxaline-6-carboxylate), N1=CC=CC=C1 (pyridine), O(S(=O)(=O)C(F)(F)F)S(=O)(=O)C(F)(F)F (Tf2O). Run in ClCCl (dichloromethane). Conditions: temperature 0 celsius. Yields the product C1(CC1)N(C=1C(=NC2=CC=C(C=C2N1)C(=O)OC)OS(=O)(=O)C(F)(F)F)C (methyl 3-(cyclopropyl(methyl)amino)-2-(trifluoromethylsulfonyloxy)quinoxaline-6-carboxylate). As a reaction SMILES: [CH:1]1([N:4]([CH3:20])[C:5]2[C:6](=[O:19])[NH:7][C:8]3[C:13]([N:14]=2)=[CH:12][C:11]([C:15]([O:17][CH3:18])=[O:16])=[CH:10][CH:9]=3)[CH2:3][CH2:2]1.N1C=CC=CC=1.[O:27](S(C(F)(F)F)(=O)=O)[S:28]([C:31]([F:34])([F:33])[F:32])(=O)=[O:29]>ClCCl>[CH:1]1([N:4]([CH3:20])[C:5]2[C:6]([O:19][S:28]([C:31]([F:34])([F:33])[F:32])(=[O:29])=[O:27])=[N:7][C:8]3[C:13]([N:14]=2)=[CH:12][C:11]([C:15]([O:17][CH3:18])=[O:16])=[CH:10][CH:9]=3)[CH2:2][CH2:3]1. Procedure details: To a solution of methyl 3-(cyclopropyl(methyl)amino)-2-oxo-1,2-dihydroquinoxaline-6-carboxylate (126.0 mg, 0.46 mmol) in dichloromethane (34 mL) was added pyridine (145.0 mg, 1.84 mmol) and then Tf2O (259 mg, 0.92 mmol) was added dropwise with stirring at 0° C. The resulting solution was stirred for 3 h at room temperature and then quenched by the addition of ice-water (50 mL), extracted with dichloromethane (2×20 mL), dried over anhydrous sodium sulfate and concentrated under vacuum to afford m... The reactants are CC(C)(C)[O-].[Na+] (NaOtBu), NC1=CC=CC=C1 (aniline), BrC1=CN(C2=NC=CC=C21)[Si](C(C)C)(C(C)C)C(C)C (3-bromo-1-(triisopropylsilyl)-1H-pyrrolo[2,3-b]pyridine), C1(=C(C=CC=C1)P(C(C)(C)C)C(C)(C)C)C1=CC=CC=C1 (biphenyl-2-yl-di-tert-butyl-phosphane), C(=O)(C(F)(F)F)O (TFA). The reagents and catalysts are catalyst, CC(=O)[O-].CC(=O)[O-].[Pd+2] (Pd(OAc)2). Run in C1(=CC=CC=C1)C (toluene), C1(=CC=CC=C1)C (toluene). Yields the product C1(=CC=CC=C1)NC1=CNC2=NC=CC=C21 (N-phenyl-1H-pyrrolo[2,3-b]pyridin-3-amine). Reaction SMILES: [NH2:1][C:2]1[CH:7]=[CH:6][CH:5]=[CH:4][CH:3]=1.Br[C:9]1[C:17]2[C:12](=[N:13][CH:14]=[CH:15][CH:16]=2)[N:11]([Si](C(C)C)(C(C)C)C(C)C)[CH:10]=1.C1(C2C=CC=CC=2)C=CC=CC=1P(C(C)(C)C)C(C)(C)C.CC([O-])(C)C.[Na+].C(O)(C(F)(F)F)=O>C1(C)C=CC=CC=1.CC([O-])=O.CC([O-])=O.[Pd+2]>[C:2]1([NH:1][C:9]2[C:17]3[C:12](=[N:13][CH:14]=[CH:15][CH:16]=3)[NH:11][CH:10]=2)[CH:7]=[CH:6][CH:5]=[CH:4][CH:3]=1 |f:3.4,7.8.9|. Procedure details: A 1 dram vial was charged with aniline (2-3 equiv), and 10 mg of 3-bromo-1-(triisopropylsilyl)-1H-pyrrolo[2,3-b]pyridine 583 in 0.4 mL toluene (dry, degassed). A catalyst stock solution containing 3 mmol Pd(OAc)2, 3 mmol biphenyl-2-yl-di-tert-butyl-phosphane and 15 mL of toluene was prepared. To the reaction mixture, 0.050 mL of the catalyst solution was added. Excess NaOtBu was added as a solid to the reaction. The vial was then placed in a 75° C. oven for 60 minutes (shaken several times over ... The solvent is O (water). RXN SMILES: [CH2:1]([C:7]1[C:8](=[O:12])[CH2:9][CH2:10][CH:11]=1)[CH2:2][CH2:3][CH2:4][CH2:5][CH3:6].C(O)C.C(O)(=O)C.[C-:20]#[N:21].[K+]>O>[CH2:1]([CH:7]1[CH:11]([C:20]#[N:21])[CH2:10][CH2:9][C:8]1=[O:12])[CH2:2][CH2:3][CH2:4][CH2:5][CH3:6] |f:3.4|. Reactants: 3-L, C(C)(=O)O (acetic acid), [C-]#N.[K+] (potassium cyanide), C(CCCCC)C=1C(CCC1)=O (2-n-hexyl-cyclopentenone), C(C)O (ethyl alcohol). Reaction conditions: temperature 35 celsius, time 3 hour. Reported procedure: In a 3-L three necked flask fitted with a mechanical stirrer, a reflux condenser, a dropping funnel and a thermometer, are placed 83 g of 2-n-hexyl-cyclopentenone, 1.75 L 95% ethyl alcohol and 30 g of glacial acetic acid. The mixtures is warmed up with sirring to 35° C and a solution of 65 g of potassium cyanide in 190 ml of water is added over a period of 15 minutes. Stirring is continued for 3 hours, the temperature being maintained at 35° C. The methanol is then distilled off at a reduced pre... The product is C(CCCCC)C1C(CCC1C#N)=O (2-n-hexyl-3-cyanocyclopentanone). Starting materials: ClC1=NC(=NC(=N1)Cl)NC(=O)NS(=O)(=O)C1=C(C=CC=C1)C=1C=NOC1 (N-[(4,6-dichloro-1,3,5-triazin-2-yl)aminocarbonyl]-2-(isoxazol-4-yl)benzenesulfonamide), C[O-].[Na+] (sodium methoxide), CO (methanol), Cl (HCl). Run in O (water). Conditions: time 1 hour. Yields the product COC1=NC(=NC(=N1)OC)NC(=O)NS(=O)(=O)C1=C(C=CC=C1)C=1C=NOC1 (N-[(4,6-Dimethoxy-1,3,5-triazin-2-yl)aminocarbonyl]-2-(isoxazol-4-yl)benzenesulfonamide). RXN SMILES: Cl[C:2]1[N:7]=[C:6](Cl)[N:5]=[C:4]([NH:9][C:10]([NH:12][S:13]([C:16]2[CH:21]=[CH:20][CH:19]=[CH:18][C:17]=2[C:22]2[CH:23]=[N:24][O:25][CH:26]=2)(=[O:15])=[O:14])=[O:11])[N:3]=1.[CH3:27][O-:28].[Na+].Cl.[CH3:31][OH:32]>O>[CH3:27][O:28][C:2]1[N:7]=[C:6]([O:32][CH3:31])[N:5]=[C:4]([NH:9][C:10]([NH:12][S:13]([C:16]2[CH:21]=[CH:20][CH:19]=[CH:18][C:17]=2[C:22]2[CH:23]=[N:24][O:25][CH:26]=2)(=[O:15])=[O:14])=[O:11])[N:3]=1 |f:1.2|. Reported procedure: To 1 g of sulfonamide prepared in Example 15 in 10 ml of methanol is added portionwise 0.41 g of sodium methoxide. After an initial exotherm, the suspension is stirred at 25° to 50° C. for about 1 hour, then cooled to room temperature and diluted with excess water (about 30 ml). The solution is acidified to a pH of about 1 with concentrated HCl. The resulting mixture is filtered and suction dried to give the title compound.